Dataset: the Open Reaction Database (ORD), a public repository of structured organic reaction records. Task: describe an organic reaction: reactants, conditions, products, and yield Yield: 29.2%. Starting materials: C(C1=CC=CC=C1)(=O)OOC(C1=CC=CC=C1)=O (Benzoyl peroxide), COC1=CC=C(C=C1)C(=O)C1=CC=C(C=C1)C (4-methoxyphenyl-4-methylphenyl methanone), BrN1C(CCC1=O)=O (N-bromosuccinimide). As a reaction SMILES: C(OOC(=O)C1C=CC=CC=1)(=O)C1C=CC=CC=1.[CH3:19][O:20][C:21]1[CH:26]=[CH:25][C:24]([C:27]([C:29]2[CH:34]=[CH:33][C:32]([CH3:35])=[CH:31][CH:30]=2)=[O:28])=[CH:23][CH:22]=1.[Br:36]N1C(=O)CCC1=O>C(Cl)(Cl)(Cl)Cl>[Br:36][CH2:35][C:32]1[CH:33]=[CH:34][C:29]([C:27]([C:24]2[CH:23]=[CH:22][C:21]([O:20][CH3:19])=[CH:26][CH:25]=2)=[O:28])=[CH:30][CH:31]=1. Procedure: Benzoyl peroxide (1 g) was added to a solution of 4-methoxyphenyl-4-methylphenyl methanone (22.6 g) and N-bromosuccinimide (17.8 g) in CCl4 (100 ml). The mixture was heated under reflux for 3.25 h, then cooled to 0°. The precipitated succinimide was filtered off, the filtrate evaporated and the residue purified by crystallisation from cyclohexane to give the title compound (8.9 g), m.p. 76°-78°. Run in C(Cl)(Cl)(Cl)Cl (CCl4). Product: BrCC1=CC=C(C=C1)C(=O)C1=CC=C(C=C1)OC (4-(Bromomethyl)phenyl-4-methoxyphenyl methanone). The reactants are FC(C(=O)NCC1=C(C(=O)O)C=CC=C1)(F)F (trifluoroacetamidomethyl benzoic acid), C1(CCCCC1)N=C=NC1CCCCC1 (1,3-dicyclohexylcarbodiimide). Run in O1CCCC1 (tetrahydrofuran). Run at time 2 hour. The product is C(=O)(NC1CCCCC1)NC1CCCCC1 (dicyclohexylurea). RXN SMILES: FC(F)(F)C(NCC1C=CC=CC=1C(O)=O)=[O:4].[CH:18]1([N:24]=[C:25]=[N:26][CH:27]2[CH2:32][CH2:31][CH2:30][CH2:29][CH2:28]2)[CH2:23][CH2:22][CH2:21][CH2:20][CH2:19]1>O1CCCC1>[C:25]([NH:24][CH:18]1[CH2:19][CH2:20][CH2:21][CH2:22][CH2:23]1)([NH:26][CH:27]1[CH2:32][CH2:31][CH2:30][CH2:29][CH2:28]1)=[O:4]. Reported procedure: Weighed into a 10 ml round-bottomed flask were 593 mg (2.4 mmol) of trifluoroacetamidomethyl benzoic acid. This acid was dissolved in 4 ml of anhydrous tetrahydrofuran and 324.4 mg (1.2 mmol) of 1,3-dicyclohexylcarbodiimide were added. It was left stirring, at ambient temperature, for 2 hours. The white precipitate of dicyclohexylurea obtained was filtered over a frit. The reactants are CCOC(C)=O, CN(C)CC1=C(c2cccnc2)c2ccccc2SCC1, CC(=O)O, Cl, [Na+], [OH-], OO. Product: CN(C)CC1=C(c2cccnc2)c2ccccc2S(=O)CC1, Cl. Reaction SMILES: [CH3:25][CH2:26][O:27][C:28](=[O:29])[CH3:30].[CH3:2][N:3]([CH2:4][C:5]1=[C:6]([c:16]2[cH:17][n:18][cH:19][cH:20][cH:21]2)[c:7]2[c:8]([cH:12][cH:13][cH:14][cH:15]2)[S:9][CH2:10][CH2:11]1)[CH3:22].[CH3:33][C:34](=[O:35])[OH:36].[ClH:1].[Na+:32].[OH-:31].[OH:23][OH:24]>>[CH3:2][N:3]([CH2:4][C:5]1=[C:6]([c:16]2[cH:17][n:18][cH:19][cH:20][cH:21]2)[c:7]2[c:8]([cH:12][cH:13][cH:14][cH:15]2)[S:9](=[O:27])[CH2:10][CH2:11]1)[CH3:22].[ClH:1]. Starting materials: NCCN1CCN(CC1)C1=C(C=CC=C1)OC (1-(2-aminoethyl)-4-(2-methoxyphenyl)-piperazine), C(C)OC=NC=1SC(=C(C1C(=O)OCC)C)C(N(C)C)=O (2-ethoxymethyleneamino-3-carboethoxy-4-methyl-5-dimethylcarbamoyl thiophene). Run in C(C)O (ethanol). Reaction conditions: time 8 hour. Yields the product CC1=C(SC=2N=CN(C(C21)=O)CCN2CCN(CC2)C2=C(C=CC=C2)OC)C(N(C)C)=O (3,4-Dihydro-5-methyl-6-dimethylcarbamoyl-3-[2-(4-(2-methoxy-phenyl)-1-piperazinyl) ethyl]thieno(2,3-d]pyrimidin-4-one). Isolated yield 62.9%. RXN SMILES: [NH2:1][CH2:2][CH2:3][N:4]1[CH2:9][CH2:8][N:7]([C:10]2[CH:15]=[CH:14][CH:13]=[CH:12][C:11]=2[O:16][CH3:17])[CH2:6][CH2:5]1.C(O[CH:21]=[N:22][C:23]1[S:24][C:25]([C:34](=[O:38])[N:35]([CH3:37])[CH3:36])=[C:26]([CH3:33])[C:27]=1[C:28](OCC)=[O:29])C>C(O)C>[CH3:33][C:26]1[C:27]2[C:28](=[O:29])[N:1]([CH2:2][CH2:3][N:4]3[CH2:5][CH2:6][N:7]([C:10]4[CH:15]=[CH:14][CH:13]=[CH:12][C:11]=4[O:16][CH3:17])[CH2:8][CH2:9]3)[CH:21]=[N:22][C:23]=2[S:24][C:25]=1[C:34](=[O:38])[N:35]([CH3:37])[CH3:36]. Procedure details: 1.9 g (8.0 mM [sic]) of 1-(2-aminoethyl)-4-(2-methoxyphenyl)-piperazine were added to 2.4 g (7.8 mM [sic]) of 2-ethoxymethyleneamino-3-carboethoxy-4-methyl-5-dimethylcarbamoyl thiophene in 30 ml of ethanol and refluxed for 2 h. The product crystallized out after standing overnight and was filtered off with suction and washed with a little ethanol. 2.2 g (62%) of product were isolated with melting point 188-190° C.